This data is from the Open Reaction Database (ORD), a public repository of structured organic reaction records. The task is: describe an organic reaction: reactants, conditions, products, and yield The reactants are C(CCCC)OC(C1=C(C=CC(=C1)C1CCC(CC1)=O)O)=O (2-hydroxy-5-(4-oxocyclohexyl)benzoic acid pentyl ester), [BH4-].[Na+] (NaBH4). Product: C(CCCC)OC(C1=C(C=CC(=C1)[C@@H]1CC[C@H](CC1)O)O)=O (2-hydroxy-5-(trans-4-hydroxycyclohexyl)benzoic acid pentyl ester). RXN SMILES: [CH2:1]([O:6][C:7](=[O:22])[C:8]1[CH:13]=[C:12]([CH:14]2[CH2:19][CH2:18][C:17](=[O:20])[CH2:16][CH2:15]2)[CH:11]=[CH:10][C:9]=1[OH:21])[CH2:2][CH2:3][CH2:4][CH3:5].[BH4-].[Na+]>>[CH2:1]([O:6][C:7](=[O:22])[C:8]1[CH:13]=[C:12]([C@H:14]2[CH2:15][CH2:16][C@H:17]([OH:20])[CH2:18][CH2:19]2)[CH:11]=[CH:10][C:9]=1[OH:21])[CH2:2][CH2:3][CH2:4][CH3:5] |f:1.2|. Reported procedure: In an analogous fashion to Example 1b the product was prepared using 6.13 g (20 mmols) of 2-hydroxy-5-(4-oxocyclohexyl)benzoic acid pentyl ester and 0.76 g (200 mmols) NaBH4. Recrystallisation from isopropanol gave the 2-hydroxy-5-(trans-4-hydroxycyclohexyl)benzoic acid pentyl ester product. Reactants: BrB(Br)Br, ClCCl, CCCc1cc(Cl)c2oc(Cc3ccc(OC)cc3)c(C)c2c1O, CO, O. The product is CCCc1cc(Cl)c2oc(Cc3ccc(O)cc3)c(C)c2c1O. Reaction SMILES: [B:25]([Br:26])([Br:27])[Br:28].[CH2:32]([Cl:33])[Cl:34].[CH3:1][O:2][c:3]1[cH:4][cH:5][c:6]([CH2:7][c:8]2[o:9][c:10]3[c:11]([c:12]2[CH3:13])[c:14]([OH:22])[c:15]([CH2:19][CH2:20][CH3:21])[cH:16][c:17]3[Cl:18])[cH:23][cH:24]1.[CH3:29][OH:30].[OH2:31]>>[OH:2][c:3]1[cH:4][cH:5][c:6]([CH2:7][c:8]2[o:9][c:10]3[c:11]([c:12]2[CH3:13])[c:14]([OH:22])[c:15]([CH2:19][CH2:20][CH3:21])[cH:16][c:17]3[Cl:18])[cH:23][cH:24]1. The reactants are ClCC(=O)Cl (chloroacetyl chloride), BrC=1C(=C(N)C=CC1)C=1NC=CN1 (3-bromo-2-(1H-2-imidazolyl)aniline), ClCC(=O)Cl (chloroacetyl chloride), O (water), [OH-].[Na+] (sodium hydroxide). Run in C(C)OCC (diethyl ether), O1CCOCC1 (dioxan), N1=CC=CC=C1 (pyridine), C(C)OCC (diethyl ether), O1CCOCC1 (dioxan). Reaction conditions: temperature 5 celsius, time 10 minute. Product: BrC1=CC=CC2=C1C=1N(CC(N2)=O)C=CN1 (11-bromo-5H-imidazo[1,2-d][1,4]benzodiazepin-6(7H)-one). RXN SMILES: Cl[CH2:2][C:3](Cl)=[O:4].[Br:6][C:7]1[C:8]([C:14]2[NH:15][CH:16]=[CH:17][N:18]=2)=[C:9]([CH:11]=[CH:12][CH:13]=1)[NH2:10].[OH-].[Na+].O>C(OCC)C.O1CCOCC1.N1C=CC=CC=1>[Br:6][C:7]1[C:8]2[C:14]3[N:18]([CH:17]=[CH:16][N:15]=3)[CH2:2][C:3](=[O:4])[NH:10][C:9]=2[CH:11]=[CH:12][CH:13]=1 |f:2.3|. Procedure details: 6. A solution of 2.4 ml of chloroacetyl chloride in 10 ml of diethyl ether is added dropwise at 5° C. within 15 min. to a solution of 6.0g of 3-bromo-2-(1H-2-imidazolyl)aniline in 150 ml of dioxan and 6.1 ml of pyridine. The mixture is stirred at 5° C. for 10 min. and then a solution of 0.25 ml of chloroacetyl chloride in 5 ml of diethyl ether is again added dropwise thereto. The mixture is stirred at 10° to 12° C. for a further 30 min. and then treated within 5 min. with a mixture of 75 ml of a... Reactants: C1CCOC1, CO, [Na+], [OH-], COC(=O)CCNC(=O)C(CC(=O)O)Cc1ccc(-c2ccccc2)cc1. Product: O=C(O)CCNC(=O)C(CC(=O)O)Cc1ccc(-c2ccccc2)cc1. As a reaction SMILES: [CH2:30]1[O:31][CH2:32][CH2:33][CH2:34]1.[CH3:35][OH:36].[Na+:29].[OH-:28].[c:1]1(-[c:22]2[cH:23][cH:24][cH:25][cH:26][cH:27]2)[cH:2][cH:3][c:4]([CH2:7][CH:8]([CH2:9][C:10](=[O:11])[OH:12])[C:13](=[O:14])[NH:15][CH2:16][CH2:17][C:18](=[O:19])[O:20][CH3:21])[cH:5][cH:6]1>>[c:1]1(-[c:22]2[cH:23][cH:24][cH:25][cH:26][cH:27]2)[cH:2][cH:3][c:4]([CH2:7][CH:8]([CH2:9][C:10](=[O:11])[OH:12])[C:13](=[O:14])[NH:15][CH2:16][CH2:17][C:18](=[O:19])[OH:20])[cH:5][cH:6]1. Starting materials: C1COCCN1, COc1ccc(Cn2ncc(Cl)c(Cl)c2=O)cc1, O. Yields the product COc1ccc(Cn2ncc(N3CCOCC3)c(Cl)c2=O)cc1. RXN SMILES: [CH2:19]1[CH2:20][O:21][CH2:22][CH2:23][NH:24]1.[Cl:1][c:2]1[c:3](=[O:18])[n:4]([CH2:9][c:10]2[cH:11][cH:12][c:13]([O:16][CH3:17])[cH:14][cH:15]2)[n:5][cH:6][c:7]1[Cl:8].[OH2:25]>>[Cl:1][c:2]1[c:3](=[O:18])[n:4]([CH2:9][c:10]2[cH:11][cH:12][c:13]([O:16][CH3:17])[cH:14][cH:15]2)[n:5][cH:6][c:7]1[N:24]1[CH2:19][CH2:20][O:21][CH2:22][CH2:23]1.